Dataset: the Open Reaction Database (ORD), a public repository of structured organic reaction records. Task: describe an organic reaction: reactants, conditions, products, and yield Yields the product CC1=CSC=2N1C=1C=CC=CC1C2C(=O)O (3-Methylthiazolo[3,2-a]indole-9-carboxylic acid). Reaction SMILES: [CH3:1][C:2]1[N:6]2[C:7]3[CH:8]=[CH:9][CH:10]=[CH:11][C:12]=3[C:13]([C:14](=[O:19])C(F)(F)F)=[C:5]2[S:4][CH:3]=1.[OH-:20].[Na+]>C(O)C>[CH3:1][C:2]1[N:6]2[C:7]3[CH:8]=[CH:9][CH:10]=[CH:11][C:12]=3[C:13]([C:14]([OH:19])=[O:20])=[C:5]2[S:4][CH:3]=1 |f:1.2|. Isolated yield 100.0%. Procedure: 3-Methyl-9-trifluoroacetylthiazolo[3,2-a]indole (370 mg, 0.0013 mole) was treated with 20% NaOH solution (15 ml) and ethanol (15 ml) and heated under reflux for 6 h. The mixture was concentrated in vacuo to half its volume and the residue acidified with 2M HCl acid and then extracted with ethyl acetate (2×30 ml). The combined extracts were dried (Na2SO4) and concentrated in vacuo to afford the title compound (D13) as a brown solid (300 mg, 100%). Run in C(C)O (ethanol). Reactants: CC1=CSC=2N1C=1C=CC=CC1C2C(C(F)(F)F)=O (3-Methyl-9-trifluoroacetylthiazolo[3,2-a]indole), [OH-].[Na+] (NaOH). The reactants are C1(=CC=C(C=C1)S(=O)(=O)Cl)C (p-toluenesulfonyl chloride), OCC[C@H]1C(OC(O1)(C)C)=O ((S)-5-(2-hydroxyethyl)-2,2-dimethyl-1,3-dioxolane-4-one), O (Water). Solvent: N1=CC=CC=C1 (pyridine), N1=CC=CC=C1 (pyridine). Run at temperature -4 celsius. The product is C1(=CC=C(C=C1)S(=O)(=O)O)C.OCC[C@H]1C(OC(O1)(C)C)=O ((S)-5-(2-Hydroxyethyl)-2,2-dimethyl-1,3-dioxolan-4-one p-toluenesulfonate). Reaction SMILES: [OH:1][CH2:2][CH2:3][C@@H:4]1[O:8][C:7]([CH3:10])([CH3:9])[O:6][C:5]1=[O:11].[C:12]1([CH3:22])[CH:17]=[CH:16][C:15]([S:18](Cl)(=[O:20])=[O:19])=[CH:14][CH:13]=1.O>N1C=CC=CC=1>[C:12]1([CH3:22])[CH:17]=[CH:16][C:15]([S:18]([OH:1])(=[O:20])=[O:19])=[CH:14][CH:13]=1.[OH:1][CH2:2][CH2:3][C@@H:4]1[O:8][C:7]([CH3:9])([CH3:10])[O:6][C:5]1=[O:11] |f:4.5|. Reported procedure: Dried (S)-5-(2-hydroxyethyl)-2,2-dimethyl-1,3-dioxolane-4-one (9.0 g, 59.2 mmol) was dissolved in 100 mL of anhydrous pyridine under argon and cooled to -4° C. To this solution maintained at approximately 0° C. was added dropwise 11.3 g (59.22 mmol) of p-toluenesulfonyl chloride dissolved in 100 mL of pyridine. Following addition, the mixture was placed in the refrigerator (0°-4° C.) overnight. Water (150 mL) was added, and the aqueous mixture extracted with 4×200 mL of ether. The ether layers w... Reactants: FC1=C(C(=O)NS(=O)(=O)C)C=C(C(=C1)F)F (2,4,5-trifluoro-N-(methylsulfonyl)benzamide), ClC=1C(=CC(=C(C(=O)NS(=O)(=O)C)C1)F)F (5-chloro-2,4-difluoro-N-(methylsulfonyl)benzamide), C1(CC1)CCO (2-cyclopropylethanol), C12(CC3CC(CC(C1)C3)C2)CO (adamantan-1-ylmethanol). The product is C12(CC3CC(CC(C1)C3)C2)COC2=CC(=C(C(=O)NS(=O)(=O)C)C=C2Cl)F (4-(adamantan-1-ylmethoxy)-5-chloro-2-fluoro-N-(methylsulfonyl)benzamide), solid. Isolated yield 8.0%. Reaction SMILES: C1(CCO)CC1.[C:7]12([CH2:17][OH:18])[CH2:16][CH:11]3[CH2:12][CH:13]([CH2:15][CH:9]([CH2:10]3)[CH2:8]1)[CH2:14]2.FC1C=C(F)C(F)=CC=1C(NS(C)(=O)=O)=O.[Cl:35][C:36]1[C:37](F)=[CH:38][C:39]([F:49])=[C:40]([CH:48]=1)[C:41]([NH:43][S:44]([CH3:47])(=[O:46])=[O:45])=[O:42]>>[C:7]12([CH2:17][O:18][C:37]3[C:36]([Cl:35])=[CH:48][C:40]([C:41]([NH:43][S:44]([CH3:47])(=[O:46])=[O:45])=[O:42])=[C:39]([F:49])[CH:38]=3)[CH2:14][CH:13]3[CH2:12][CH:11]([CH2:10][CH:9]([CH2:15]3)[CH2:8]1)[CH2:16]2. Procedure details: Following the procedure as described in Example 1 and making variations as required to replace 2-cyclopropylethanol with adamantan-1-ylmethanol and 2,4,5-trifluoro-N-(methylsulfonyl)benzamide with 5-chloro-2,4-difluoro-N-(methylsulfonyl)benzamide (WO 2012007883 A1), the title compound was obtained as a colorless solid (0.20 g, 8%): 1H NMR (300 MHz, DMSO-d6) δ 12.10 (s, 1H), 7.77 (d, J=7.5 Hz 1H), 7.23 (d, J=12.5 Hz, 1H), 3.72 (s, 2H), 3.35 (s, 3H), 1.99 (br s, 3H), 1.75-1.64 (m, 12H); 13C NMR (7... The reactants are ClC=1N=CC2=C(N(CC(C(N2C)=O)(C)C)C2CCCC2)N1 (2-chloro-9-cyclopentyl-5,7,7-trimethyl-5,7,8,9-tetrahydro-pyrimido[4,5-b][1,4]diazepin-6-one), NC1=C(C=C(C(=O)O)C=C1)OC (4-amino-3-methoxy-benzoic acid), Cl (hydrochloric acid). Run in C(C)O (ethanol). The product is C1(CCCC1)N1C2=C(N(C(C(C1)(C)C)=O)C)C=NC(=N2)NC2=C(C=C(C(=O)O)C=C2)OC (4-(9-cyclopentyl-5,7,7-trimethyl-6-oxo-6,7,8,9-tetrahydro-5H-pyrimido[4,5-b][1,4]diazepin-2-ylamino)-3-methoxy-benzoic acid). Isolated yield 52.0%. Reaction SMILES: Cl[C:2]1[N:3]=[CH:4][C:5]2[N:11]([CH3:12])[C:10](=[O:13])[C:9]([CH3:15])([CH3:14])[CH2:8][N:7]([CH:16]3[CH2:20][CH2:19][CH2:18][CH2:17]3)[C:6]=2[N:21]=1.[NH2:22][C:23]1[CH:31]=[CH:30][C:26]([C:27]([OH:29])=[O:28])=[CH:25][C:24]=1[O:32][CH3:33].Cl>C(O)C>[CH:16]1([N:7]2[CH2:8][C:9]([CH3:15])([CH3:14])[C:10](=[O:13])[N:11]([CH3:12])[C:5]3[CH:4]=[N:3][C:2]([NH:22][C:23]4[CH:31]=[CH:30][C:26]([C:27]([OH:29])=[O:28])=[CH:25][C:24]=4[O:32][CH3:33])=[N:21][C:6]2=3)[CH2:20][CH2:19][CH2:18][CH2:17]1. Procedure: A mixture of 25.26 g (0.0818 mole) 2-chloro-9-cyclopentyl-5,7,7-trimethyl-5,7,8,9-tetrahydro-pyrimido[4,5-b][1,4]diazepin-6-one (VII-38), 15.35 g (0.0900 mole) of 4-amino-3-methoxy-benzoic acid, 300 mL of ethanol and 1200 mL of 1M hydrochloric acid was heated at reflux for 17 hours. The mixture was cooled, and the precipitate which formed was collected by filtration to give 18.7 g of 4-(9-cyclopentyl-5,7,7-trimethyl-6-oxo-6,7,8,9-tetrahydro-5H-pyrimido[4,5-b][1,4]diazepin-2-ylamino)-3-methoxy-be...